From a dataset of the Open Reaction Database (ORD), a public repository of structured organic reaction records. describe an organic reaction: reactants, conditions, products, and yield Starting materials: CN.CO (methylamine methanol), C(C)S(=O)(=O)C1=CC=C(OC=2C(=CC3=C(NC(=N3)C3=NC=CC=C3)C2)C(C(=O)OC)O)C=C1 (methyl (6-(4-(ethylsulfonyl)phenoxy)-2-pyridin-2-yl-1H-benzimidazol-5-yl)(hydroxy)acetate), CC(C)([O-])C.[K+] (potassium t-butoxide). Reaction conditions: temperature 50 celsius, time 3 hour. Product: C(C)S(=O)(=O)C1=CC=C(OC=2C(=CC3=C(NC(=N3)C3=NC=CC=C3)C2)C2C(N(C(O2)=O)C)=O)C=C1 (5-(6-(4-(ethylsulfonyl)phenoxy)-2-pyridin-2-yl-1H-benzimidazol-5-yl)-3-methyl-1,3-oxazolidine-2,4-dione). RXN SMILES: [CH3:1][NH2:2].CO.[CH2:5]([S:7]([C:10]1[CH:37]=[CH:36][C:13]([O:14][C:15]2[C:16]([CH:30]([OH:35])[C:31](OC)=[O:32])=[CH:17][C:18]3[N:22]=[C:21]([C:23]4[CH:28]=[CH:27][CH:26]=[CH:25][N:24]=4)[NH:20][C:19]=3[CH:29]=2)=[CH:12][CH:11]=1)(=[O:9])=[O:8])[CH3:6].C[C:39](C)([O-:41])C.[K+]>>[CH2:5]([S:7]([C:10]1[CH:11]=[CH:12][C:13]([O:14][C:15]2[C:16]([CH:30]3[O:35][C:39](=[O:41])[N:2]([CH3:1])[C:31]3=[O:32])=[CH:17][C:18]3[N:22]=[C:21]([C:23]4[CH:28]=[CH:27][CH:26]=[CH:25][N:24]=4)[NH:20][C:19]=3[CH:29]=2)=[CH:36][CH:37]=1)(=[O:8])=[O:9])[CH3:6] |f:0.1,3.4|. Procedure: 1 N methylamine/methanol solution (2 ml) was added to methyl (6-(4-(ethylsulfonyl)phenoxy)-2-pyridin-2-yl-1H-benzimidazol-5-yl)(hydroxy)acetate (14 mg) obtained in (step 2), and the reaction liquid was stirred at 50° C. for 3 hours. The solvent was evaporated away under reduced pressure, and to a tetrahydrofuran (2 ml) solution of the resulting residue, added were 1,1′-carbonyldiimidazole (2.5 mg) and triethylamine (0.01 ml), and the reaction liquid was stirred at 70° C. for 2 hours. then, potas... The reactants are C(C)OC(=O)C=1C(=NC(=CC1C(=O)OCC)C1=CC=C(C=C1)OC)C (3,4-diethoxycarbonyl-6-(p-methoxyphenyl)-2-methylpyridine), O.NN (hydrazine hydrate). The product is COC1=CC=C(C=C1)C1=CC2=C(C(NNC2=O)=O)C(=N1)C (1,2,3,4 -tetrahydro-7-(p-methoxyphenyl)- 5-methyl-1,4-dioxopyrido[3,4-d]pyridazine). Reaction SMILES: C([O:3][C:4]([C:6]1[C:7]([CH3:25])=[N:8][C:9]([C:17]2[CH:22]=[CH:21][C:20]([O:23][CH3:24])=[CH:19][CH:18]=2)=[CH:10][C:11]=1[C:12](OCC)=[O:13])=O)C.O.[NH2:27][NH2:28]>>[CH3:24][O:23][C:20]1[CH:21]=[CH:22][C:17]([C:9]2[N:8]=[C:7]([CH3:25])[C:6]3[C:4](=[O:3])[NH:27][NH:28][C:12](=[O:13])[C:11]=3[CH:10]=2)=[CH:18][CH:19]=1 |f:1.2|. Reported procedure: 10 parts by weight of 3,4-diethoxycarbonyl-6-(p-methoxyphenyl)-2-methylpyridine is incorporated into 40 parts by volume of hydrazine hydrate, and the resulting mixture is refluxed for three hours. The precipitated crystals are collected by filtration, washed with ethanol and suspended in 100 parts by volume of water. The mixture is acidified by the addition of acetic acid to obtain 1,2,3,4 -tetrahydro-7-(p-methoxyphenyl)- 5-methyl-1,4-dioxopyrido[3,4-d]pyridazine as colorless fine crystals. A mi... Starting materials: O=C1N2C3=C(CO1)C=CC=C3C(CC2)OC (6,7-Dihydro-3-oxo-7-methoxy-1H,3H,5H-pyrido[3,2,1-ij][3,1]benzoxazine). The solvent is aqueous solution, [OH-].[Na+] (sodium hydroxide), CO (methanol). Yields the product OCC=1C=CC=C2C(CCNC12)OC (8-hydroxymethyl-4-methoxy-1,2,3,4-tetrahydroquinoline). The yield is 63.3%. Reaction SMILES: O=C1[O:7][CH2:6][C:5]2[CH:8]=[CH:9][CH:10]=[C:11]3[CH:12]([O:15][CH3:16])[CH2:13][CH2:14][N:3]1[C:4]=23>[OH-].[Na+].CO>[OH:7][CH2:6][C:5]1[CH:8]=[CH:9][CH:10]=[C:11]2[C:4]=1[NH:3][CH2:14][CH2:13][CH:12]2[O:15][CH3:16] |f:1.2|. Reported procedure: 6,7-Dihydro-3-oxo-7-methoxy-1H,3H,5H-pyrido[3,2,1-ij][3,1]benzoxazine (4.3 g) was dissolved in a mixture of 10% aqueous solution of sodium hydroxide and methanol (1:10 v/v, 55 ml), and the mixture was refluxed for 2 hours. After distilling off the solvent, the resulting residue was extracted with dichloromethane. The extract was washed with water and dried, the solvent was removed. The resultant residue was purified by silica gel column chromatography [eluent: n-hexane-ethyl acetate (4:1 v/v)]to... Product: C(C)OC(C1CN(CCC1)CCC=C(C1=CC=CC=C1)C=1OC=CC1)=O (N-(4-(2-Furanyl)-4-phenylbut-3-en-1-yl)nipecotic acid ethyl ester). Reactants: C([O-])([O-])=O.[K+].[K+] (potassium carbonate), BrCCC=C(C1=CC=CC=C1)C=1OC=CC1 (1-Bromo-4-(2-furanyl)-4-phenylbut-3-ene), N1CC(C(=O)OCC)CCC1 (ethyl nipecotate). Reaction conditions: time 9 day. Isolated yield 47.7%. Procedure details: 1-Bromo-4-(2-furanyl)-4-phenylbut-3-ene (0.23 g, 0.83 mmol) was dissolved in anhydrous acetone (10 ml) and dried potassium carbonate (0.46 g, 3.32 mmol) was added, followed by ethyl nipecotate (0.16 g, 1 mmol). The suspension was stirred at room temperature for 9 days, filtered and evaporated to a residue. The residue was purified by column chromatography on silica gel (Merck Art 9385), eluting with heptane/tetrahydrofuran (7:3), to provide the title ester (140 mg, 47%) as an oil. T.l.c. rf=0.36... Reaction SMILES: Br[CH2:2][CH2:3][CH:4]=[C:5]([C:12]1[O:13][CH:14]=[CH:15][CH:16]=1)[C:6]1[CH:11]=[CH:10][CH:9]=[CH:8][CH:7]=1.C(=O)([O-])[O-].[K+].[K+].[NH:23]1[CH2:33][CH2:32][CH2:31][CH:25]([C:26]([O:28][CH2:29][CH3:30])=[O:27])[CH2:24]1>CC(C)=O>[CH2:29]([O:28][C:26](=[O:27])[CH:25]1[CH2:31][CH2:32][CH2:33][N:23]([CH2:2][CH2:3][CH:4]=[C:5]([C:12]2[O:13][CH:14]=[CH:15][CH:16]=2)[C:6]2[CH:11]=[CH:10][CH:9]=[CH:8][CH:7]=2)[CH2:24]1)[CH3:30] |f:1.2.3|. Run in CC(=O)C (acetone).